From a dataset of the Open Reaction Database (ORD), a public repository of structured organic reaction records. describe an organic reaction: reactants, conditions, products, and yield The reactants are C(C)(=O)C=1SC2=C(C1C)C=CC=C2 (2-acetyl-3-methylbenzothiophene), [Se](=O)=O (selenium dioxide). The solvent is O1CCOCC1 (dioxane), O (water). The product is CC=1C2=C(SC1C(C=O)=O)C=CC=C2 (3-methyl-a-oxobenzo[b]thiophene-2-acetaldehyde). RXN SMILES: [C:1]([C:4]1[S:5][C:6]2[CH:13]=[CH:12][CH:11]=[CH:10][C:7]=2[C:8]=1[CH3:9])(=[O:3])[CH3:2].[Se](=O)=[O:15]>O1CCOCC1.O>[CH3:9][C:8]1[C:7]2[CH:10]=[CH:11][CH:12]=[CH:13][C:6]=2[S:5][C:4]=1[C:1](=[O:3])[CH:2]=[O:15]. Procedure details: A 52.9 g portion of 2-acetyl-3-methylbenzothiophene was added to a solution of 36.9 g of selenium dioxide in 95 ml of dioxane and 13 ml of water at 55°-60° C. The mixture was refluxed overnight, filtered, washed with dioxane and evaporated. The residue was purified by flash column chromatography, eluting with hexane:ethyl acetate (8:2), giving 5.1 g of 3-methyl-a-oxobenzo[b]thiophene-2-acetaldehyde. Reactants: OO (hydrogen peroxide), C(C)(C)OCCNC1=C(CSC=2NC=CN2)C=CC=C1 (2-[2-(2-isopropoxyethylamino)benzylthio]imidazole), C([O-])([O-])=O.[Na+].[Na+] (sodium carbonate). Reagents/catalysts: [NH4+].[O-][V](=O)=O (ammonium metavanadate). Run in ClCCl (dichloromethane), CO (methanol), C(C)(=O)O (acetic acid). Reaction conditions: time 2 hour. The product is C(C)(C)OCCNC1=C(CS(=O)C=2NC=CN2)C=CC=C1 (2-[2-(2-isopropoxyethylamino)benzylsulfinyl]imidazole). The yield is 75.8%. Reaction SMILES: [CH:1]([O:4][CH2:5][CH2:6][NH:7][C:8]1[CH:20]=[CH:19][CH:18]=[CH:17][C:9]=1[CH2:10][S:11][C:12]1[NH:13][CH:14]=[CH:15][N:16]=1)([CH3:3])[CH3:2].OO.C(=O)([O-])[O-:24].[Na+].[Na+]>ClCCl.CO.C(O)(=O)C.[NH4+].[O-][V](=O)=O>[CH:1]([O:4][CH2:5][CH2:6][NH:7][C:8]1[CH:20]=[CH:19][CH:18]=[CH:17][C:9]=1[CH2:10][S:11]([C:12]1[NH:16][CH:15]=[CH:14][N:13]=1)=[O:24])([CH3:3])[CH3:2] |f:2.3.4,8.9|. Procedure: 1.50 g (5.2 mmol) of 2-[2-(2-isopropoxyethylamino)benzylthio]imidazole was dissolved in a mixture of 15 ml of dichloromethane, 15 ml of methanol and 1.5 ml of acetic acid. To the resulting mixture were added 2.3 ml of 35 % aqueous hydrogen peroxide and 48 mg of ammonium metavanadate under chilling with ice. Then the mixture was stirred for 2 hrs. under chilling with ice. After the reaction was completed, 5 % aqueous sodium carbonate was added to the stirred mixture. The organic portion was colle... Starting materials: C(C(CC)O)O (1,2-butanediol), N1=CC=CC=C1 (pyridine), C(C)(=O)Cl (acetyl chloride), O (water). Solvent: C1(=CC=CC=C1)C (toluene), C1(=CC=CC=C1)C (toluene). Conditions: time 2 hour. Product: C(C)(=O)OCC(CC)OC(C)=O (1,2-butanediol diacetate). RXN SMILES: [CH2:1]([OH:6])[CH:2]([OH:5])[CH2:3][CH3:4].N1[CH:12]=[CH:11]C=CC=1.[C:13](Cl)(=[O:15])[CH3:14].[OH2:17]>C1(C)C=CC=CC=1>[C:13]([O:6][CH2:1][CH:2]([O:5][C:11](=[O:17])[CH3:12])[CH2:3][CH3:4])(=[O:15])[CH3:14]. Procedure: To the mixture of 0.48 g of optically active 1,2-butanediol, 5 ml of toluene and 2.5 ml of pyridine, 1.7 g of acetyl chloride was added dropwise in an ice bath and stirred for two hours. 10 ml of water and 10 ml of toluene were added to the reaction mixture and stirred. The obtained solution was washed with 2N sodium hydroxide and then with water. The toluene solution was dried over anhydrous magnesium sulfate. Toluene was distilled away from the solution under reduced pressure, the residue was ... Starting materials: BrC1=CC(=C(O1)C)C=O (5-bromo-2-methylfuran-3-carbaldehyde), ClC1=NC=CC(=C1)B(O)O (2-chloropyridine-4-boronic acid), C([O-])([O-])=O.[Na+].[Na+] (sodium carbonate), COCCOC (1,2-dimethoxyethane). The reagents and catalysts are C=1C=CC(=CC1)[P](C=2C=CC=CC2)(C=3C=CC=CC3)[Pd]([P](C=4C=CC=CC4)(C=5C=CC=CC5)C=6C=CC=CC6)([P](C=7C=CC=CC7)(C=8C=CC=CC8)C=9C=CC=CC9)[P](C=1C=CC=CC1)(C=1C=CC=CC1)C=1C=CC=CC1 (tetrakis(triphenylphosphine)palladium(0)). Run in O (water). Run at time 8 hour. Product: ClC1=NC=CC(=C1)C1=CC(=C(O1)C)C=O (5-(2-chloropyridin-4-yl)-2-methylfuran-3-carbaldehyde). The yield is 53.9%. Reaction SMILES: Br[C:2]1[O:6][C:5]([CH3:7])=[C:4]([CH:8]=[O:9])[CH:3]=1.[Cl:10][C:11]1[CH:16]=[C:15](B(O)O)[CH:14]=[CH:13][N:12]=1.C(=O)([O-])[O-].[Na+].[Na+].COCCOC>C1C=CC([P]([Pd]([P](C2C=CC=CC=2)(C2C=CC=CC=2)C2C=CC=CC=2)([P](C2C=CC=CC=2)(C2C=CC=CC=2)C2C=CC=CC=2)[P](C2C=CC=CC=2)(C2C=CC=CC=2)C2C=CC=CC=2)(C2C=CC=CC=2)C2C=CC=CC=2)=CC=1.O>[Cl:10][C:11]1[CH:16]=[C:15]([C:2]2[O:6][C:5]([CH3:7])=[C:4]([CH:8]=[O:9])[CH:3]=2)[CH:14]=[CH:13][N:12]=1 |f:2.3.4,^1:35,37,56,75|. Procedure details: A mixture of 5-bromo-2-methylfuran-3-carbaldehyde (1.9 g), 2-chloropyridine-4-boronic acid (1.9 g), tetrakis(triphenylphosphine)palladium(0) (0.6 g), 2N aqueous sodium carbonate solution (12 mL) and 1,2-dimethoxyethane (20 mL) was stirred overnight with refluxing under an argon atmosphere. The reaction mixture was poured into water, and the mixture was extracted with ethyl acetate. The organic layer was washed with saturated brine, and dried over magnesium sulfate. The solvent was evaporated und... Yields the product CNc1ccc2c(c1)sc1nc(-c3ccccc3)cn12. The reactants are CI, CCO, Nc1ccc2c(c1)sc1nc(-c3ccccc3)cn12. RXN SMILES: [CH3:20][I:21].[CH3:22][CH2:23][OH:24].[NH2:1][c:2]1[cH:3][c:4]2[c:5]([n:6]3[c:7]([s:8]2)[n:9][c:10](-[c:12]2[cH:13][cH:14][cH:15][cH:16][cH:17]2)[cH:11]3)[cH:18][cH:19]1>>[NH:1]([c:2]1[cH:3][c:4]2[c:5]([n:6]3[c:7]([s:8]2)[n:9][c:10](-[c:12]2[cH:13][cH:14][cH:15][cH:16][cH:17]2)[cH:11]3)[cH:18][cH:19]1)[CH3:20]. Reactants: C#Cc1cccc(C2(NCC(O)C(Cc3cc(F)cc(F)c3)N(C(=O)[O-])C(C)(C)C)CC2)c1, CC(=O)Cl, CO, Cl, O=C(O)C(F)(F)F. Product: C#Cc1cccc(C2(NCC(O)C(N)Cc3cc(F)cc(F)c3)CC2)c1. RXN SMILES: [C:13]([N:17]([C:14](=[O:15])[O-:16])[CH:21]([CH:22]([CH2:23][NH:24][C:25]1([c:28]2[cH:29][c:30]([C:34]#[CH:35])[cH:31][cH:32][cH:33]2)[CH2:26][CH2:27]1)[OH:36])[CH2:37][c:38]1[cH:39][c:40]([F:45])[cH:41][c:42]([F:44])[cH:43]1)([CH3:18])([CH3:19])[CH3:20].[CH3:1][C:2](=[O:3])[Cl:4].[CH3:46][OH:47].[ClH:5].[F:6][C:7]([F:8])([F:9])[C:10]([OH:11])=[O:12]>>[NH2:17][CH:21]([CH:22]([CH2:23][NH:24][C:25]1([c:28]2[cH:29][c:30]([C:34]#[CH:35])[cH:31][cH:32][cH:33]2)[CH2:26][CH2:27]1)[OH:36])[CH2:37][c:38]1[cH:39][c:40]([F:45])[cH:41][c:42]([F:44])[cH:43]1.